Dataset: the Open Reaction Database (ORD), a public repository of structured organic reaction records. Task: describe an organic reaction: reactants, conditions, products, and yield The reactants are NCCC(=O)O (β-alanine), ClC(=O)OCC1=CC=C(C=C1)[N+](=O)[O-] (p-nitrobenzyl chloroformate). Solvent: [OH-].[Na+] (sodium hydroxide), O1CCOCC1 (dioxane). Conditions: time 1 hour. Yields the product [N+](=O)([O-])C1=CC=C(COC(=O)NCCC(=O)O)C=C1 (N-p-nitrobenzyloxycarbonyl-β-alanine). Reaction SMILES: [NH2:1][CH2:2][CH2:3][C:4]([OH:6])=[O:5].Cl[C:8]([O:10][CH2:11][C:12]1[CH:17]=[CH:16][C:15]([N+:18]([O-:20])=[O:19])=[CH:14][CH:13]=1)=[O:9]>[OH-].[Na+].O1CCOCC1>[N+:18]([C:15]1[CH:14]=[CH:13][C:12]([CH2:11][O:10][C:8]([NH:1][CH2:2][CH2:3][C:4]([OH:6])=[O:5])=[O:9])=[CH:17][CH:16]=1)([O-:20])=[O:19] |f:2.3|. Procedure: To β-alanine (1.14 g) in 4N sodium hydroxide (7.8 ml) was added p-nitrobenzyl chloroformate (3 g) in dioxane (8 ml) with ice-cooling and stirred for 1 hour. The reaction mixture was filtered and the filtrate was neutralized with hydrochloric acid. The resulting precipitate was collected to give N-p-nitrobenzyloxycarbonyl-β-alanine, which was then converted into the corresponding acid chloride by reaction with thionyl chloride. Reactants: NC=1C=CC(=C(C(=O)OCC)C1)OC=1C=C(C=NC1)Cl (ethyl 5-amino-2-(3-chloro-5-pyridyloxy)benzoate), ClC1=C(C(=CC(=C1)Cl)C)S(=O)(=O)Cl (2,4-dichloro-6-methylbenzenesulfonyl chloride). Run in N1=CC=CC=C1 (pyridine). Yields the product ClC1=C(C(=CC(=C1)Cl)C)S(=O)(=O)NC=1C=CC(=C(C(=O)OCC)C1)OC=1C=C(C=NC1)Cl (ethyl 5-(2,4-dichloro6-methylbenzenesulfonamido)-2-(3-chloro5-pyridyloxy)benzoate). Yield: 92.0%. RXN SMILES: [NH2:1][C:2]1[CH:3]=[CH:4][C:5]([O:13][C:14]2[CH:15]=[C:16]([Cl:20])[CH:17]=[N:18][CH:19]=2)=[C:6]([CH:12]=1)[C:7]([O:9][CH2:10][CH3:11])=[O:8].[Cl:21][C:22]1[CH:27]=[C:26]([Cl:28])[CH:25]=[C:24]([CH3:29])[C:23]=1[S:30](Cl)(=[O:32])=[O:31]>N1C=CC=CC=1>[Cl:21][C:22]1[CH:27]=[C:26]([Cl:28])[CH:25]=[C:24]([CH3:29])[C:23]=1[S:30]([NH:1][C:2]1[CH:3]=[CH:4][C:5]([O:13][C:14]2[CH:15]=[C:16]([Cl:20])[CH:17]=[N:18][CH:19]=2)=[C:6]([CH:12]=1)[C:7]([O:9][CH2:10][CH3:11])=[O:8])(=[O:32])=[O:31]. Procedure: The title compound was prepared using the alternative procedure described in Example 3. In this manner, 0.1 g of the aniline of Example 1 was combined with 2,4-dichloro-6-methylbenzenesulfonyl chloride and polyvinyl pyridine to provide 0.162 g (92%) of the title sulfonamide after chromatography. The reactants are CC(O)(c1ccc(N2CCN(S(=O)(=O)c3ccc(Br)s3)CC2)cc1)C(F)(F)F, Cc1ccccc1, CC(C)(C)[O-], CCOC(C)=O, Cl, [Na+], [Na+], O=C(C=Cc1ccccc1)C=Cc1ccccc1, O=C(C=Cc1ccccc1)C=Cc1ccccc1, O=C(C=Cc1ccccc1)C=Cc1ccccc1, [OH-], [Pd], [Pd], N=C(c1ccccc1)c1ccccc1. Product: CC(O)(c1ccc(N2CCN(S(=O)(=O)c3ccc(N)s3)CC2)cc1)C(F)(F)F. RXN SMILES: [Br:15][c:16]1[cH:17][cH:18][c:19]([S:21](=[O:22])(=[O:23])[N:24]2[CH2:25][CH2:26][N:27]([c:30]3[cH:31][cH:32][c:33]([C:36]([C:37]([F:38])([F:39])[F:40])([CH3:41])[OH:42])[cH:34][cH:35]3)[CH2:28][CH2:29]2)[s:20]1.[CH3:114][c:115]1[cH:116][cH:117][cH:118][cH:119][cH:120]1.[CH3:43][C:44]([CH3:45])([O-:46])[CH3:47].[CH3:52][CH2:53][O:54][C:55]([CH3:56])=[O:57].[ClH:49].[Na+:48].[Na+:51].[O:60]=[C:61]([CH:62]=[CH:63][c:64]1[cH:65][cH:66][cH:67][cH:68][cH:69]1)[CH:70]=[CH:71][c:72]1[cH:73][cH:74][cH:75][cH:76][cH:77]1.[O:78]=[C:79]([CH:80]=[CH:81][c:82]1[cH:83][cH:84][cH:85][cH:86][cH:87]1)[CH:88]=[CH:89][c:90]1[cH:91][cH:92][cH:93][cH:94][cH:95]1.[O:96]=[C:97]([CH:98]=[CH:99][c:100]1[cH:101][cH:102][cH:103][cH:104][cH:105]1)[CH:106]=[CH:107][c:108]1[cH:109][cH:110][cH:111][cH:112][cH:113]1.[OH-:50].[Pd:58].[Pd:59].[c:1]1([C:2]([c:3]2[cH:4][cH:5][cH:6][cH:7][cH:9]2)=[NH:8])[cH:10][cH:11][cH:12][cH:13][cH:14]1>>[NH2:8][c:16]1[cH:17][cH:18][c:19]([S:21](=[O:22])(=[O:23])[N:24]2[CH2:25][CH2:26][N:27]([c:30]3[cH:31][cH:32][c:33]([C:36]([C:37]([F:38])([F:39])[F:40])([CH3:41])[OH:42])[cH:34][cH:35]3)[CH2:28][CH2:29]2)[s:20]1. Starting materials: CN1CCC(Oc2cc(N)ccc2Cl)CC1, O=C(Cl)c1ccccc1OC(F)(F)F. Yields the product Cl, CN1CCC(Oc2cc(NC(=O)c3ccccc3OC(F)(F)F)ccc2Cl)CC1. RXN SMILES: [Cl:15][c:16]1[c:17]([O:23][CH:24]2[CH2:25][CH2:26][N:27]([CH3:30])[CH2:28][CH2:29]2)[cH:18][c:19]([NH2:22])[cH:20][cH:21]1.[F:1][C:2]([O:3][c:4]1[c:5]([C:6](=[O:7])[Cl:8])[cH:9][cH:10][cH:11][cH:12]1)([F:13])[F:14]>>[ClH:8].[F:1][C:2]([O:3][c:4]1[c:5]([C:6](=[O:7])[NH:22][c:19]2[cH:18][c:17]([O:23][CH:24]3[CH2:25][CH2:26][N:27]([CH3:30])[CH2:28][CH2:29]3)[c:16]([Cl:15])[cH:21][cH:20]2)[cH:9][cH:10][cH:11][cH:12]1)([F:13])[F:14]. The solvent is C(C)(=O)OCC (ethyl acetate), N1=CC=CC=C1 (pyridine). RXN SMILES: [NH2:1][C:2]1[CH:6]=[C:5]([C:7]2[CH:12]=[CH:11][C:10]([CH3:13])=[CH:9][CH:8]=2)[NH:4][N:3]=1.[CH2:14]1[C:22]2[C:17](=[CH:18][CH:19]=[CH:20][CH:21]=2)[CH2:16][CH:15]1[C:23](O)=[O:24].Cl.CN(C)CCCN=C=NCC>N1C=CC=CC=1.C(OCC)(=O)C>[CH2:16]1[C:17]2[C:22](=[CH:21][CH:20]=[CH:19][CH:18]=2)[CH2:14][CH:15]1[C:23]([NH:1][C:2]1[CH:6]=[C:5]([C:7]2[CH:12]=[CH:11][C:10]([CH3:13])=[CH:9][CH:8]=2)[NH:4][N:3]=1)=[O:24] |f:2.3|. Reported procedure: 3-Amino-5-(4-methylphenyl)pyrazole (35 mg) and indan-2-carboxylic acid (33 mg) were dissolved in pyridine (2 ml) to which was subsequently added 1-(3-dimethylaminopropyl)-3-ethylcarbodiimide hydrochloride (58 mg), and the mixture was stirred at room temperature overnight. The reaction solution was diluted with ethyl acetate (30 ml), washed with water (30 ml), saturated aqueous sodium bicarbonate (30 ml) and saturated brine (30 ml) and then dried over anhydrous magnesium sulfate. Then, the solven... The product is C1C(CC2=CC=CC=C12)C(=O)NC1=NNC(=C1)C1=CC=C(C=C1)C (3-(2-indanyl)carbonylamino-5-(4-methylphenyl)-pyrazole). Reaction conditions: time 8 hour. Reactants: NC1=NNC(=C1)C1=CC=C(C=C1)C (3-Amino-5-(4-methylphenyl)pyrazole), C1C(CC2=CC=CC=C12)C(=O)O (indan-2-carboxylic acid), Cl.CN(CCCN=C=NCC)C (1-(3-dimethylaminopropyl)-3-ethylcarbodiimide hydrochloride). Isolated yield 53.0%. The reactants are [OH-].[Na+] (sodium hydroxide), C(C)(=O)OC=1C(=C(C2=C(CC(O2)(C)CCCCC(=O)OCC)C1C)OC)OC (ethyl 5-(5-acetoxy-2,3-dihydro-6,7-dimethoxy-2,4-dimethylbenzofuran-2-yl)valerate), Cl (hydrochloric acid). The solvent is CO (methanol). Run at time 2 hour. Yields the product OC=1C(=C(C2=C(CC(O2)(C)CCCCC(=O)O)C1C)OC)OC (5-(2,3-Dihydro-5-hydroxy-6,7-dimethoxy-2,4-dimethylbenzofuran-2-yl)valeric acid). Yield: 105.7%. As a reaction SMILES: [OH-].[Na+].C([O:6][C:7]1[C:8]([O:29][CH3:30])=[C:9]([O:27][CH3:28])[C:10]2[O:14][C:13]([CH2:16][CH2:17][CH2:18][CH2:19][C:20]([O:22]CC)=[O:21])([CH3:15])[CH2:12][C:11]=2[C:25]=1[CH3:26])(=O)C.Cl>CO>[OH:6][C:7]1[C:8]([O:29][CH3:30])=[C:9]([O:27][CH3:28])[C:10]2[O:14][C:13]([CH2:16][CH2:17][CH2:18][CH2:19][C:20]([OH:22])=[O:21])([CH3:15])[CH2:12][C:11]=2[C:25]=1[CH3:26] |f:0.1|. Reported procedure: An aqueous 1N sodium hydroxide solution (30 ml) was added to a solution of ethyl 5-(5-acetoxy-2,3-dihydro-6,7-dimethoxy-2,4-dimethylbenzofuran-2-yl)valerate (2.3 g) in methanol (20 ml), and the mixture was stirred at room temperature for 2 hours. 1N hydrochloric acid was added to the reaction mixture, and the mixture was extracted with ethyl acetate. The extract was washed with saturated brine, dried over anhydrous magnesium sulfate and concentrated under reduced pressure to obtain the title com...